From a dataset of the Open Reaction Database (ORD), a public repository of structured organic reaction records. describe an organic reaction: reactants, conditions, products, and yield The reactants are O (Water), C(OCC)(OCC)OCC (triethyl orthoformate), O.C1(=CC=C(C=C1)S(=O)(=O)O)C (p-toluenesulfonic acid monohydrate), IC=1C=C(C(=CC1)NCC1=CC(=C(C=C1)OCC=1C=NC(=CC1)OC)OC)N (4-iodo-N1-(3-methoxy-4-((6-methoxypyridin-3-yl)methoxy)benzyl)benzene-1,2-diamine). Run in C(C)O (ethanol), C(C)(=O)OCC (ethyl acetate). Conditions: time 45 minute. The product is IC1=CC2=C(N(C=N2)CC2=CC(=C(C=C2)OCC=2C=NC(=CC2)OC)OC)C=C1 (5-iodo-1-(3-methoxy-4-((6-methoxypyridin-3-yl)methoxy)benzyl)-1H-benzo[d]imidazole). Yield: 91.0%. Reaction SMILES: [I:1][C:2]1[CH:3]=[C:4]([NH2:28])[C:5]([NH:8][CH2:9][C:10]2[CH:15]=[CH:14][C:13]([O:16][CH2:17][C:18]3[CH:19]=[N:20][C:21]([O:24][CH3:25])=[CH:22][CH:23]=3)=[C:12]([O:26][CH3:27])[CH:11]=2)=[CH:6][CH:7]=1.[CH:29](OCC)(OCC)OCC.O.C1(C)C=CC(S(O)(=O)=O)=CC=1.O>C(O)C.C(OCC)(=O)C>[I:1][C:2]1[CH:7]=[CH:6][C:5]2[N:8]([CH2:9][C:10]3[CH:15]=[CH:14][C:13]([O:16][CH2:17][C:18]4[CH:19]=[N:20][C:21]([O:24][CH3:25])=[CH:22][CH:23]=4)=[C:12]([O:26][CH3:27])[CH:11]=3)[CH:29]=[N:28][C:4]=2[CH:3]=1 |f:2.3|. Procedure details: To a stirred suspension of 4-iodo-N1-(3-methoxy-4-((6-methoxypyridin-3-yl)methoxy)benzyl)benzene-1,2-diamine in ethanol (100 mL) was added triethyl orthoformate (4.45 g, 30.03 mmol) and p-toluenesulfonic acid monohydrate (0.075 g, 0.39 mmol). As the resulting mixture was warmed to reflux, the solids gradually dissolved to provide an orange solution. After 45 min, the reaction mixture was allowed to cool to room temperature, resulting in the formation of a precipitate. Water (250 mL) was added to... The reactants are C(C1=CC=CC=C1)OC(=O)N1[C@H](C(=O)N2CCOCC2)CCC1 (N-[N-benzyloxycarbonyl-L-prolyl]morpholine), [H][H] (hydrogen). The reagents and catalysts are [C].[Pd] (palladium carbon). The solvent is C(C)O (ethanol). Yields the product N1[C@H](C(=O)N2CCOCC2)CCC1 (N-(L-prolyl)morpholine). Yield: 98.7%. RXN SMILES: C(OC([N:11]1[CH2:23][CH2:22][CH2:21][C@H:12]1[C:13]([N:15]1[CH2:20][CH2:19][O:18][CH2:17][CH2:16]1)=[O:14])=O)C1C=CC=CC=1.[H][H]>C(O)C.[C].[Pd]>[NH:11]1[CH2:23][CH2:22][CH2:21][C@H:12]1[C:13]([N:15]1[CH2:20][CH2:19][O:18][CH2:17][CH2:16]1)=[O:14] |f:3.4|. Reported procedure: In 100 ml of ethanol was suspended 4.9 g of compound (83) and after adding thereto 250 mg of 10% palladium carbon, the mixture was stirred for 4 hours in a hydrogen stream. After filtering off 10% palladiumcarbon, ethanol was distilled off under reduced pressure from the filtrate to provide 2.8 g of crude N-(L-prolyl)morpholine (84). The product is CN1C2CCC1C1CCC2N1Cc1ccccc1. RXN SMILES: [CH2:1]([c:2]1[cH:3][cH:4][cH:5][cH:6][cH:7]1)[N:8]1[CH:9]2[CH:10]3[CH2:11][CH2:12][CH:13]([CH:14]1[CH2:15][CH2:16]2)[NH:17]3.[CH3:18][I:19].[O:20]=[CH:21][N:22]([CH3:23])[CH3:24]>>[CH2:1]([c:2]1[cH:3][cH:4][cH:5][cH:6][cH:7]1)[N:8]1[CH:9]2[CH:10]3[CH2:11][CH2:12][CH:13]([CH:14]1[CH2:15][CH2:16]2)[N:17]3[CH3:18]. The reactants are c1ccc(CN2C3CCC2C2CCC3N2)cc1, CI, CN(C)C=O.